Dataset: the Open Reaction Database (ORD), a public repository of structured organic reaction records. Task: describe an organic reaction: reactants, conditions, products, and yield The reactants are BrC1=C(C=CC(=C1)OC)O (2-Bromo-4-methoxyphenol), O1C(=CC=C1)B(O)O (2-furanylboronic acid), C([O-])([O-])=O.[Na+].[Na+] (sodium carbonate), O (water). The reagents and catalysts are C1=CC=C(C=C1)P([C-]2C=CC=C2)C3=CC=CC=C3.C1=CC=C(C=C1)P([C-]2C=CC=C2)C3=CC=CC=C3.Cl[Pd]Cl.[Fe+2] (Pd(dppf)Cl2). Solvent: COCCOC (DME). Reaction conditions: temperature 120 celsius, time 20 minute. The product is O1C(=CC=C1)C1=C(C=CC(=C1)OC)O (2-(furan-2-yl)-4-methoxyphenol). The yield is 56.6%. RXN SMILES: Br[C:2]1[CH:7]=[C:6]([O:8][CH3:9])[CH:5]=[CH:4][C:3]=1[OH:10].[O:11]1[CH:15]=[CH:14][CH:13]=[C:12]1B(O)O.C(=O)([O-])[O-].[Na+].[Na+].O>COCCOC.C1C=CC(P(C2C=CC=CC=2)[C-]2C=CC=C2)=CC=1.C1C=CC(P(C2C=CC=CC=2)[C-]2C=CC=C2)=CC=1.Cl[Pd]Cl.[Fe+2]>[O:11]1[CH:15]=[CH:14][CH:13]=[C:12]1[C:2]1[CH:7]=[C:6]([O:8][CH3:9])[CH:5]=[CH:4][C:3]=1[OH:10] |f:2.3.4,7.8.9.10|. Reported procedure: 2-Bromo-4-methoxyphenol (400 mg, 1.97 mmol), 2-furanylboronic acid (287 mg, 2.56 mmol), Pd(dppf)Cl2 (81 mg, 0.1 mmol) and sodium carbonate (626 mg, 5.91 mmol) were dissolved in DME:water=4 mL:2 mL, followed by stirring in microwave at 120° C. for 20 minutes. After the completion of the reaction, the reaction mixture was filtered using Celite. The filtrate was added with water, and extracted with ethyl acetate. The obtained organic layer was dried over magnesium sulfate, and purified by column ch... Reactants: C[Si](C)(C)CCOC(=O)NC1CC2(CCN(C(=O)C=Cc3ccccc3C(F)(F)F)CC2)c2c(Br)cccc21, CC#N. Product: NC1CC2(CCN(C(=O)C=Cc3ccccc3C(F)(F)F)CC2)c2c(Br)cccc21. As a reaction SMILES: [Br:1][c:2]1[cH:3][cH:4][cH:5][c:6]2[c:10]1[C:9]1([CH2:8][CH:7]2[NH:30][C:31](=[O:32])[O:33][CH2:34][CH2:35][Si:36]([CH3:37])([CH3:38])[CH3:39])[CH2:11][CH2:12][N:13]([C:16]([CH:17]=[CH:18][c:19]2[c:20]([C:25]([F:26])([F:27])[F:28])[cH:21][cH:22][cH:23][cH:24]2)=[O:29])[CH2:14][CH2:15]1.[CH3:40][C:41]#[N:42]>>[Br:1][c:2]1[cH:3][cH:4][cH:5][c:6]2[c:10]1[C:9]1([CH2:8][CH:7]2[NH2:30])[CH2:11][CH2:12][N:13]([C:16]([CH:17]=[CH:18][c:19]2[c:20]([C:25]([F:26])([F:27])[F:28])[cH:21][cH:22][cH:23][cH:24]2)=[O:29])[CH2:14][CH2:15]1. Reaction SMILES: [K:1].Br[CH2:3][B-:4]([F:7])([F:6])[F:5].[N:8]1([C:14]([O:16][C:17]([CH3:20])([CH3:19])[CH3:18])=[O:15])[CH2:13][CH2:12][NH:11][CH2:10][CH2:9]1>O1CCCC1>[K:1].[C:17]([O:16][C:14]([N:8]1[CH2:13][CH2:12][N:11]([CH2:3][B-:4]([F:7])([F:6])[F:5])[CH2:10][CH2:9]1)=[O:15])([CH3:20])([CH3:18])[CH3:19] |f:0.1,4.5,^1:0,25|. Procedure details: 5.00 g potassium-bromomethyl-trifluoroborate are added to a solution of 4.87 g tert-butyl piperazine-1-carboxylate in 25 ml of tetrahydrofuran. The mixture is stirred for 3 h at 80° C. and then cooled to ambient temperature. The solvent is removed, and the residue is suspended in 50 ml acetone and combined with 3.44 g potassium carbonate. The mixture is stirred overnight at ambient temperature. Then the mixture is filtered and the filtrate is evaporated down. The oil remaining is combined with d... Starting materials: [K].BrC[B-](F)(F)F (potassium bromomethyl-trifluoroborate), N1(CCNCC1)C(=O)OC(C)(C)C (tert-butyl piperazine-1-carboxylate). Product: [K].C(C)(C)(C)OC(=O)N1CCN(CC1)C[B-](F)(F)F (Potassium (4-tert-butyloxycarbonyl-piperazin-1-ylmethyl)-trifluoroborate). Run at temperature 80 celsius, time 3 hour. Run in O1CCCC1 (tetrahydrofuran). The reactants are CCC(CC)Nc1cc(C)nc(Cl)c1C(=O)OC, [Li+], C1COCCO1, [OH-], O, O. Product: CCC(CC)Nc1cc(C)nc(Cl)c1C(=O)O. As a reaction SMILES: [CH3:1][O:2][C:3]([c:4]1[c:5]([Cl:17])[n:6][c:7]([CH3:16])[cH:8][c:9]1[NH:10][CH:11]([CH2:12][CH3:13])[CH2:14][CH3:15])=[O:18].[Li+:20].[O:23]1[CH2:24][CH2:25][O:26][CH2:27][CH2:28]1.[OH-:19].[OH2:21].[OH2:22]>>[O:2]=[C:3]([c:4]1[c:5]([Cl:17])[n:6][c:7]([CH3:16])[cH:8][c:9]1[NH:10][CH:11]([CH2:12][CH3:13])[CH2:14][CH3:15])[OH:18]. Starting materials: C[O-].[Na+] (sodium methylate), [Na] (sodium), ClC1=NC(=C(C(=N1)NC(CC)CC)[N+](=O)[O-])C(C)C (2-chloro-4-(3-pentylamino)-5-nitro-6-isopropyl-pyrimidine). Solvent: CO (methanol), CO (methanol). Reaction conditions: time 1 hour. The product is COC1=NC(=C(C(=N1)NC(CC)CC)[N+](=O)[O-])C(C)C (2-methoxy-4-(3-pentylamino)-5-nitro-6-isopropyl-pyrimidine). Reaction SMILES: [CH3:1][O-:2].[Na+].[Na].Cl[C:6]1[N:11]=[C:10]([NH:12][CH:13]([CH2:16][CH3:17])[CH2:14][CH3:15])[C:9]([N+:18]([O-:20])=[O:19])=[C:8]([CH:21]([CH3:23])[CH3:22])[N:7]=1>CO>[CH3:1][O:2][C:6]1[N:11]=[C:10]([NH:12][CH:13]([CH2:16][CH3:17])[CH2:14][CH3:15])[C:9]([N+:18]([O-:20])=[O:19])=[C:8]([CH:21]([CH3:23])[CH3:22])[N:7]=1 |f:0.1,^1:3|. Procedure: A solution of sodium methylate in methanol (prepared from 1.2 g (50 m-moles) of sodium in 50 ml of methanol) is added to 14.4 g (50 m-moles) of 2-chloro-4-(3-pentylamino)-5-nitro-6-isopropyl-pyrimidine in 100 ml of methanol and the mixture is stirred for 1 hour. The solvent is distilled off and the residue is suspended in water and extracted with ether. The ethereal extracts are dried over MgSO4 and evaporated to yield 14 g of 2-methoxy-4-(3-pentylamino)-5-nitro-6-isopropyl-pyrimidine as an oil ... Reactants: C(C(C)C)(=O)CC(=O)OCC (ethyl isobutyrylacetate), Cl.NCC(=O)C1=CC=C(C=C1)F (2-amino-4'-fluoracetophenone hydrochloride), C(C)(=O)[O-].[Na+] (sodium acetate), C(=O)(O)[O-].[Na+] (NaHCO3). Run in O (water), C(C)(=O)O (acetic acid). Product: FC1=CC=C(C=C1)C=1C(=C(NC1)C(C)C)C(=O)OCC (Ethyl 4-(4-fluorophenyl)-2-isopropylpyrrole-3-carboxylate). The yield is 51.3%. RXN SMILES: [C:1]([CH2:6][C:7]([O:9][CH2:10][CH3:11])=[O:8])(=O)[CH:2]([CH3:4])[CH3:3].Cl.[NH2:13][CH2:14][C:15]([C:17]1[CH:22]=[CH:21][C:20]([F:23])=[CH:19][CH:18]=1)=O.C([O-])(=O)C.[Na+].C([O-])(O)=O.[Na+]>O.C(O)(=O)C>[F:23][C:20]1[CH:21]=[CH:22][C:17]([C:15]2[C:6]([C:7]([O:9][CH2:10][CH3:11])=[O:8])=[C:1]([CH:2]([CH3:4])[CH3:3])[NH:13][CH:14]=2)=[CH:18][CH:19]=1 |f:1.2,3.4,5.6|. Procedure: A mixture of 6.85 g (43.3 mmol) of ethyl isobutyrylacetate, 10.69 g (56.3 mmol) of 2-amino-4'-fluoracetophenone hydrochloride, 16.3 ml of acetic acid, 6.04 g of sodium acetate, and 10.8 ml of water is refluxed for 4 hours. After cooling, the reaction mixture is adjusted to pH 8 with saturated NaHCO3 and extracted with ether. The extract, 8.36 g, is subjected to column chromatography with silica gel, eluting with methylene chloride to give 6.12 g (Yield:51.3%) of the compound 1. Starting materials: IC1=C(C=CC=C1)O (2-iodophenol), O (water), crude product, C([O-])([O-])=O.[K+].[K+] (potassium carbonate), [Br-].BrC1CCCC1 (1-bromocyclopentane bromide). Run in C(C)(=O)OCC (ethyl acetate), CN(C=O)C (N,N-dimethylformamide). Reaction conditions: temperature 120 celsius. Product: IC1=C(OC2CCCC2)C=CC=C1 (2-Iodophenoxycyclopentane). Yield: 95.3%. As a reaction SMILES: [I:1][C:2]1[CH:7]=[CH:6][CH:5]=[CH:4][C:3]=1[OH:8].C(=O)([O-])[O-].[K+].[K+].[Br-].Br[CH:17]1[CH2:21][CH2:20][CH2:19][CH2:18]1.O>CN(C)C=O.C(OCC)(=O)C>[I:1][C:2]1[CH:7]=[CH:6][CH:5]=[CH:4][C:3]=1[O:8][CH:17]1[CH2:21][CH2:20][CH2:19][CH2:18]1 |f:1.2.3,4.5|. Procedure details: A mixture of 2-iodophenol (8.0 g, 36.4 mmol), milled potassium carbonate (5.5 g, 39.9 mmol, 1.1 eq) and 1-bromocyclopentane bromide (3.9 ml, 36.4 mmol) in 25 ml of N,N-dimethylformamide was heated at 120° C. for 1.1 hrs and cooled. The mixture was poured into water and extracted twice with ether. The ether layer was dried over magnesium sulfate, filtered, and concentrated to give an oil. The crude product was dissolved in ethyl acetate and filtered through a short pad of silica gel. The filtrate... The reactants are N(=NC(=O)OCC)C(=O)OCC (diethyl azodicarboxylate), COC(CSC1=CC=C(C=C1)O)OC (4-((2,2-dimethoxyethyl)thio)phenol), C/C(/CO)=C\CC1=C(CCCC1(C)C)C ((E)-2-methyl-4-(2,6,6-trimethyl-1-cyclohexen-1-yl)-2-butenol), C1(=CC=CC=C1)P(C1=CC=CC=C1)C1=CC=CC=C1 (triphenylphosphine). Yields the product COC(CSC1=CC=C(C=C1)OC\C(=C\CC1=C(CCCC1(C)C)C)\C)OC ((E)-1-((2,2-dimethoxyethyl)thio)-4-(2-methyl-4-(2,6,6-trimethyl-1-cyclohexen-1-yl)-2-butenyloxy)benzene). The yield is 85.0%. RXN SMILES: [CH3:1][O:2][CH:3]([O:13][CH3:14])[CH2:4][S:5][C:6]1[CH:11]=[CH:10][C:9]([OH:12])=[CH:8][CH:7]=1.[CH3:15]/[C:16](=[CH:19]\[CH2:20][C:21]1[C:26]([CH3:28])([CH3:27])[CH2:25][CH2:24][CH2:23][C:22]=1[CH3:29])/[CH2:17]O.C1(P(C2C=CC=CC=2)C2C=CC=CC=2)C=CC=CC=1.N(C(OCC)=O)=NC(OCC)=O>>[CH3:14][O:13][CH:3]([O:2][CH3:1])[CH2:4][S:5][C:6]1[CH:11]=[CH:10][C:9]([O:12][CH2:15]/[C:16](/[CH3:17])=[CH:19]/[CH2:20][C:21]2[C:26]([CH3:28])([CH3:27])[CH2:25][CH2:24][CH2:23][C:22]=2[CH3:29])=[CH:8][CH:7]=1. Procedure: By the method of example 13, 4-((2,2-dimethoxyethyl)thio)phenol (example 64) and (E)-2-methyl-4-(2,6,6-trimethyl-1-cyclohexen-1-yl)-2-butenol (Chem. Abstr., 94, 65904 h) are coupled in the presence of triphenylphosphine and diethyl azodicarboxylate to provide (E)-1-((2,2-dimethoxyethyl)thio)-4-(2-methyl-4-(2,6,6-trimethyl-1-cyclohexen-1-yl)-2-butenyloxy)benzene as a colorless oil after chromatography (85% yield).